From a dataset of the Open Reaction Database (ORD), a public repository of structured organic reaction records. describe an organic reaction: reactants, conditions, products, and yield Starting materials: CC(C)(C)OC(=O)c1ccc(CCCN(CCCc2cccc(Cl)c2)S(=O)(=O)c2ccccc2Cl)s1, Cl, C1COCCO1. Product: O=C(O)c1ccc(CCCN(CCCc2cccc(Cl)c2)S(=O)(=O)c2ccccc2Cl)s1. As a reaction SMILES: [C:1]([CH3:2])([CH3:3])([CH3:4])[O:5][C:6](=[O:7])[c:8]1[s:9][c:10]([CH2:13][CH2:14][CH2:15][N:16]([CH2:17][CH2:18][CH2:19][c:20]2[cH:21][c:22]([Cl:26])[cH:23][cH:24][cH:25]2)[S:27](=[O:28])(=[O:29])[c:30]2[c:31]([Cl:36])[cH:32][cH:33][cH:34][cH:35]2)[cH:11][cH:12]1.[ClH:37].[O:38]1[CH2:39][CH2:40][O:41][CH2:42][CH2:43]1>>[O:5]=[C:6]([OH:7])[c:8]1[s:9][c:10]([CH2:13][CH2:14][CH2:15][N:16]([CH2:17][CH2:18][CH2:19][c:20]2[cH:21][c:22]([Cl:26])[cH:23][cH:24][cH:25]2)[S:27](=[O:28])(=[O:29])[c:30]2[c:31]([Cl:36])[cH:32][cH:33][cH:34][cH:35]2)[cH:11][cH:12]1. As a reaction SMILES: Cl[C:2]1C=C(Cl)C(S(Cl)(=O)=O)=CC=1C(O)=O.[CH3:16][C:17]1[CH:18]=[C:19]([NH2:30])[C:20](=[CH:24][C:25]=1[S:26](Cl)(=[O:28])=[O:27])[C:21]([OH:23])=[O:22]>>[CH3:16][C:17]1[CH:18]=[C:19]([NH2:30])[C:20](=[CH:24][C:25]=1[S:26]([CH3:2])(=[O:28])=[O:27])[C:21]([OH:23])=[O:22]. Product: CC=1C=C(C(C(=O)O)=CC1S(=O)(=O)C)N (4-methyl-5-methylsulfonylanthranilic acid). Starting materials: ClC1=C(C(=O)O)C=C(C(=C1)Cl)S(=O)(=O)Cl (2,4-dichloro-5-chlorosulfonylbenzoic acid), CC=1C=C(C(C(=O)O)=CC1S(=O)(=O)Cl)N (4-methyl-5-chlorosulfonylanthranilic acid). Procedure details: This product is prepared by replacing the 2,4-dichloro-5-chlorosulfonylbenzoic acid employed in Example 1, Step A, by an equimolecular proportion of 4-methyl-5-chlorosulfonylanthranilic acid and then following substantially the same procedure described in Example 1, Steps A and B, there is obtained 4-methyl-5-methylsulfonylanthranilic acid employed in the following step without purification. The compound thus obtained is combined with excess furfural and heated on a water bath at about 80° C. Th... Starting materials: CN1CCN(CC1)S(=O)(=O)C1=CN=C(S1)NC(C)=O (N-[5-(4-methylpiperazine-1-sulfonyl)-thiazol-2-yl]-acetamide), CO (methanol). Solvent: Cl (hydrochloric acid). The product is CC=1N=C(SC1S(=O)(=O)N1CCN(CC1)C)N (4-methyl-5-(4-methyl-piperazine-1-sulfonyl)-thiazol-2-ylamine). RXN SMILES: [CH3:1][N:2]1[CH2:7][CH2:6][N:5]([S:8]([C:11]2[S:15][C:14]([NH:16]C(=O)C)=[N:13][CH:12]=2)(=[O:10])=[O:9])[CH2:4][CH2:3]1.[CH3:20]O>Cl>[CH3:20][C:12]1[N:13]=[C:14]([NH2:16])[S:15][C:11]=1[S:8]([N:5]1[CH2:6][CH2:7][N:2]([CH3:1])[CH2:3][CH2:4]1)(=[O:10])=[O:9]. Reported procedure: A solution of N-[5-(4-methylpiperazine-1-sulfonyl)-thiazol-2-yl]-acetamide (1 g, 3.1 mmol) in methanol (5 mL) and 6 N hydrochloric acid (5 mL) was heated in a microwave oven (4×5 min at 80° C.). The reaction mixture was partly evaporated to remove most of the methanol, and the residue was washed with DCM (10 mL). The water phase was isolated, and the pH adjusted to 8-9. Extraction with DCM (3×25 mL), drying over anhydrous magnesium sulphate, and evaporation in vacuo gave white crystals of 4-meth... Starting materials: O=C1CCC(=O)N1Br, CC(C)(C)O, CC1(C)CC(O)=CC(=O)O1. The product is CC1(C)CC(O)=C(Br)C(=O)O1. RXN SMILES: [Br:1][N:2]1[C:3](=[O:4])[CH2:5][CH2:6][C:7]1=[O:8].[C:19]([OH:20])([CH3:21])([CH3:22])[CH3:23].[OH:9][C:10]1=[CH:11][C:12](=[O:18])[O:13][C:14]([CH3:16])([CH3:17])[CH2:15]1>>[Br:1][C:11]1=[C:10]([OH:9])[CH2:15][C:14]([CH3:16])([CH3:17])[O:13][C:12]1=[O:18]. Reactants: CS(=O)(=O)Cl, ClCCl, OCC1CCCO1. Yields the product CS(=O)(=O)OCC1CCCO1. Reaction SMILES: [CH3:8][S:9]([Cl:10])(=[O:11])=[O:12].[Cl:13][CH2:14][Cl:15].[O:1]1[CH:2]([CH2:6][OH:7])[CH2:3][CH2:4][CH2:5]1>>[O:1]1[CH:2]([CH2:6][O:7][S:9]([CH3:8])(=[O:11])=[O:12])[CH2:3][CH2:4][CH2:5]1. Starting materials: C1(=CC=CC=C1)O (Phenol), CC(=O)[O-].[Na+] (NaOAc), NC1=CC=C(CO)C=C1 (4-Aminobenzyl alcohol), N(=O)[O-].[Na+] (NaNO2), Cl (HCl). The solvent is CCO (EtOH), CCO.O (EtOH water). Reaction conditions: temperature 0 celsius, time 1 hour. The product is OCC1=CC=C(C=C1)N=NC1=CC=C(C=C1)O (4-((4-(hydroxymethyl)phenyl)diazenyl)phenol). Reaction SMILES: [NH2:1][C:2]1[CH:9]=[CH:8][C:5]([CH2:6][OH:7])=[CH:4][CH:3]=1.[N:10]([O-])=O.[Na+].Cl.[C:15]1([OH:21])[CH:20]=[CH:19][CH:18]=[CH:17][CH:16]=1.CC([O-])=O.[Na+]>CCO.O.CCO>[OH:7][CH2:6][C:5]1[CH:8]=[CH:9][C:2]([N:1]=[N:10][C:18]2[CH:19]=[CH:20][C:15]([OH:21])=[CH:16][CH:17]=2)=[CH:3][CH:4]=1 |f:1.2,5.6,7.8|. Procedure details: 4-Aminobenzyl alcohol (0.36 g, 2.92 mmol) and NaNO2 (0.22 g, 3.21 mmol) were dissolved in 7.5 mL EtOH:water (1.5:1), added to 2 N HCl solution (4.5 mL) and stirred at 0° C. for 1 hour. Phenol (0.275 g, 2.92 mmol) in EtOH was added followed by NaOAc (0.15 g) at 0° C. and stirred for 6 hours at room temperature. Reaction mixture was quenched with saturated sodium bicarbonate solution (150 mL) and extracted with DCM. The organic layer was washed with water (200 mL), brine (950 mL), and dried over N... The reactants are CCCCCCOc1ccc(C(=O)O)cc1OCCCCCC, CCOC(C)=O, CN(C)C=O, O, On1nnc2ccccc21, NCCc1ccc(O)cc1. Yields the product CCCCCCOc1ccc(C(=O)NCCc2ccc(O)cc2)cc1OCCCCCC. RXN SMILES: [CH2:1]([CH2:2][CH2:3][CH2:4][CH2:5][CH3:6])[O:7][c:8]1[cH:9][c:10]([C:11](=[O:12])[OH:13])[cH:14][cH:15][c:16]1[O:17][CH2:18][CH2:19][CH2:20][CH2:21][CH2:22][CH3:23].[CH3:45][CH2:46][O:47][C:48](=[O:49])[CH3:50].[O:51]=[CH:52][N:53]([CH3:54])[CH3:55].[OH2:24].[OH:25][n:26]1[c:27]2[cH:28][cH:29][cH:30][cH:31][c:32]2[n:33][n:34]1.[OH:35][c:36]1[cH:37][cH:38][c:39]([CH2:42][CH2:43][NH2:44])[cH:40][cH:41]1>>[CH2:1]([CH2:2][CH2:3][CH2:4][CH2:5][CH3:6])[O:7][c:8]1[cH:9][c:10]([C:11](=[O:13])[NH:44][CH2:43][CH2:42][c:39]2[cH:38][cH:37][c:36]([OH:35])[cH:41][cH:40]2)[cH:14][cH:15][c:16]1[O:17][CH2:18][CH2:19][CH2:20][CH2:21][CH2:22][CH3:23].